Dataset: the Open Reaction Database (ORD), a public repository of structured organic reaction records. Task: describe an organic reaction: reactants, conditions, products, and yield Reactants: O (water), COC=1C=C(C=CC1)O (3-methoxyphenol), BrC1=C(C=C(C=C1)Cl)CBr (1-bromo-2-(bromomethyl)-4-chlorobenzene), C([O-])([O-])=O.[K+].[K+] (potassium carbonate). The solvent is CN(C)C=O (DMF). Reaction conditions: time 16 hour. Product: BrC1=C(C=C(C=C1)Cl)COC1=CC(=CC=C1)OC (1-bromo-4-chloro-2-((3-methoxyphenoxy)methyl)benzene). Yield: 87.2%. As a reaction SMILES: [CH3:1][O:2][C:3]1[CH:4]=[C:5]([OH:9])[CH:6]=[CH:7][CH:8]=1.[Br:10][C:11]1[CH:16]=[CH:15][C:14]([Cl:17])=[CH:13][C:12]=1[CH2:18]Br.C(=O)([O-])[O-].[K+].[K+].O>CN(C=O)C>[Br:10][C:11]1[CH:16]=[CH:15][C:14]([Cl:17])=[CH:13][C:12]=1[CH2:18][O:9][C:5]1[CH:6]=[CH:7][CH:8]=[C:3]([O:2][CH3:1])[CH:4]=1 |f:2.3.4|. Procedure details: To a solution of 3-methoxyphenol (0.84 mL, 7.3 mmol) and 1-bromo-2-(bromomethyl)-4-chlorobenzene (2 g, 7 mmol) in DMF (70 mL) was added potassium carbonate (1.94 g, 14 mmol). The reaction mixture was stirred at room temperature for 16 hours, then poured into water (500 mL) extracted into ethyl acetate. The organics were washed with water and brine, dried (Na2SO4), and concentrated. The crude residue was purified by flash chromatography to yield 1-bromo-4-chloro-2-((3-methoxyphenoxy)methyl)benzen... RXN SMILES: [CH2:1]([N:8]([CH2:18][C:19]1[CH:24]=[CH:23][CH:22]=[CH:21][CH:20]=1)[C:9]1[CH:14]=[C:13]([F:15])[C:12](Br)=[CH:11][C:10]=1[F:17])[C:2]1[CH:7]=[CH:6][CH:5]=[CH:4][CH:3]=1.[N:25]1([C:31]([O:33][C:34]([CH3:37])([CH3:36])[CH3:35])=[O:32])[CH2:30][CH2:29][NH:28][CH2:27][CH2:26]1.C1(P(C2C=CC=CC=2)C2C=CC3C(=CC=CC=3)C=2C2C3C(=CC=CC=3)C=CC=2P(C2C=CC=CC=2)C2C=CC=CC=2)C=CC=CC=1.C(=O)([O-])[O-].[Cs+].[Cs+]>C1(C)C=CC=CC=1.C([O-])(=O)C.C([O-])(=O)C.[Pd+2]>[CH2:1]([N:8]([CH2:18][C:19]1[CH:24]=[CH:23][CH:22]=[CH:21][CH:20]=1)[C:9]1[C:10]([F:17])=[CH:11][C:12]([N:28]2[CH2:27][CH2:26][N:25]([C:31]([O:33][C:34]([CH3:37])([CH3:36])[CH3:35])=[O:32])[CH2:30][CH2:29]2)=[C:13]([F:15])[CH:14]=1)[C:2]1[CH:7]=[CH:6][CH:5]=[CH:4][CH:3]=1 |f:3.4.5,7.8.9|. Reactants: C(C1=CC=CC=C1)N(C1=C(C=C(C(=C1)F)Br)F)CC1=CC=CC=C1 (N,N-dibenzyl-4-bromo-2,5-difluoroaniline), N1(CCNCC1)C(=O)OC(C)(C)C (tert-butyl piperazine-1-carboxylate), C1(=CC=CC=C1)P(C1=C(C2=CC=CC=C2C=C1)C1=C(C=CC2=CC=CC=C12)P(C1=CC=CC=C1)C1=CC=CC=C1)C1=CC=CC=C1 ((±)-2,2′-bis(diphenylphosphino)-1,1′-binaphthalene), C([O-])([O-])=O.[Cs+].[Cs+] (cesium carbonate). Procedure: A mixture of the product of Example 15A (5.12 g, 13.2 mmol), tert-butyl piperazine-1-carboxylate (2.95 g, 15.8 mmol), palladium diacetate (149 mg, 0.66 mmol), (±)-2,2′-bis(diphenylphosphino)-1,1′-binaphthalene (616 mg, 0.99 mmol) and cesium carbonate (8.61 g, 26.4 mmol) in toluene (100 mL) was heated at 100° C. under nitrogen for 16 hours. After cooling, the mixture was filtered and the filtrate was concentrated. The residue was purified by flash chromatography on silica gel (200-300 mesh) eluti... Solvent: C1(=CC=CC=C1)C (toluene). Product: C(C1=CC=CC=C1)N(C1=CC(=C(C=C1F)N1CCN(CC1)C(=O)OC(C)(C)C)F)CC1=CC=CC=C1 (tert-butyl 4-(4-(dibenzylamino)-2,5-difluorophenyl)piperazine-1-carboxylate). Reaction conditions: temperature 100 celsius. Reagents/catalysts: C(C)(=O)[O-].C(C)(=O)[O-].[Pd+2] (palladium diacetate). Starting materials: CC=1C=C(OC1C)C(O)C=1SC(=C(N1)C)C ((4,5-Dimethylfuran-2-yl)-(4,5-dimethylthiazol-2-yl)methanol). Reagents/catalysts: [O-2].[O-2].[Mn+4] (Manganese dioxide). The solvent is C(Cl)(Cl)Cl (chloroform). Conditions: time 8 hour. Yields the product CC=1C=C(OC1C)C(=O)C=1SC(=C(N1)C)C ((4,5-dimethylfuran-2-yl)(4,5-dimethylthiazol-2-yl)-methanone). Yield: 97.1%. Reaction SMILES: [CH3:1][C:2]1[CH:3]=[C:4]([CH:8]([C:10]2[S:11][C:12]([CH3:16])=[C:13]([CH3:15])[N:14]=2)[OH:9])[O:5][C:6]=1[CH3:7]>C(Cl)(Cl)Cl.[O-2].[O-2].[Mn+4]>[CH3:1][C:2]1[CH:3]=[C:4]([C:8]([C:10]2[S:11][C:12]([CH3:16])=[C:13]([CH3:15])[N:14]=2)=[O:9])[O:5][C:6]=1[CH3:7] |f:2.3.4|. Reported procedure: (4,5-Dimethylfuran-2-yl)-(4,5-dimethylthiazol-2-yl)methanol (945 mg) was dissolved in chloroform (20 ml) to prepare a solution. Manganese dioxide (3.5 g) was added to the solution, and the mixture was stirred at room temperature overnight. The reaction solution was filtered through Celite, and the solvent was removed from the filtrate by distillation under the reduced pressure to give (4,5-dimethylfuran-2-yl)(4,5-dimethylthiazol-2-yl)-methanone (910 mg, yield 97%). The reactants are CC1(OC2=CC=C(C=C2C(C1)N(S(=O)(=O)C)CC)O)C (N-[2,2-dimethyl-6-hydroxychroman-4-yl]-N-ethyl-methanesulfonamide), C([O-])([O-])=O.[K+].[K+] (potassium carbonate), BrCCCC(=O)OCC (ethyl 4-bromobutyrate). The solvent is CC(=O)N(C)C (DMA). Conditions: temperature 115 celsius, time 90 minute. Product: C(C)N(C1CC(OC2=CC=C(C=C12)OCCCC(=O)OCC)(C)C)S(=O)(=O)C (Ethyl 4-[4-(ethylmethanesulfonylamino)-2,2-dimethylchroman-6-yloxy]-butyrate). Reaction SMILES: [CH3:1][C:2]1([CH3:20])[CH2:11][CH:10]([N:12]([CH2:17][CH3:18])[S:13]([CH3:16])(=[O:15])=[O:14])[C:9]2[C:4](=[CH:5][CH:6]=[C:7]([OH:19])[CH:8]=2)[O:3]1.C(=O)([O-])[O-].[K+].[K+].Br[CH2:28][CH2:29][CH2:30][C:31]([O:33][CH2:34][CH3:35])=[O:32]>CC(N(C)C)=O>[CH2:17]([N:12]([S:13]([CH3:16])(=[O:15])=[O:14])[CH:10]1[C:9]2[C:4](=[CH:5][CH:6]=[C:7]([O:19][CH2:28][CH2:29][CH2:30][C:31]([O:33][CH2:34][CH3:35])=[O:32])[CH:8]=2)[O:3][C:2]([CH3:1])([CH3:20])[CH2:11]1)[CH3:18] |f:1.2.3|. Reported procedure: 1.0 g (3.3 mmol) of N-[2,2-dimethyl-6-hydroxychroman-4-yl]-N-ethyl-methanesulfonamide (Example 1g) was stirred at 80-90° C. for 30 min with 0.455 g of powdered potassium carbonate in 50 ml of DMA. 0.71 g (0.55 ml, 3.6 mmol) of ethyl 4-bromobutyrate was then added at 60° C. and the mixture was stirred at 115° C. for 90 min. It was then concentrated in vac., the residue was treated with water and aqueous hydrochloric acid, the mixture was taken up in EA, the solution was dried and concentrated, an... Reactants: OC1=C(C=C(C=C1Cl)Cl)S(=O)(=O)Cl (2-hydroxy-3,5-dichlorobenzenesulfonyl chloride), [NH4+].[OH-] (NH4OH). Solvent: C(Cl)Cl (CH2Cl2). The product is OC1=C(C=C(C=C1Cl)Cl)S(=O)(=O)N (2-hydroxy-3,5-dichlorobenzenesulfonamide). Isolated yield 71.0%. RXN SMILES: [OH:1][C:2]1[C:7]([Cl:8])=[CH:6][C:5]([Cl:9])=[CH:4][C:3]=1[S:10](Cl)(=[O:12])=[O:11].[NH4+:14].[OH-]>C(Cl)Cl>[OH:1][C:2]1[C:7]([Cl:8])=[CH:6][C:5]([Cl:9])=[CH:4][C:3]=1[S:10]([NH2:14])(=[O:12])=[O:11] |f:1.2|. Procedure details: A solution of 39.16 g of the product from Example 3 in 100 ml CH2Cl2 was contacted with 250 ml of 28% NH4OH at 5°-8° C. Following removal of CH2Cl2 by a N2 sparge the mixture was acidified to pH 3. Filtration afforded 42.7 g of 61% pure 2-hydroxy-3,5-dichlorobenzenesulfonamide (D) (71% yield). The reactants are O=C([O-])[O-], CN(C)C=O, O=[N+]([O-])c1cccc(F)c1, [K+], [K+], O, O=C(Nc1nc2ccc(O)cc2s1)C1CC1. Product: O=C(Nc1nc2ccc(Oc3cccc([N+](=O)[O-])c3)cc2s1)C1CC1. Reaction SMILES: [C:27](=[O:28])([O-:29])[O-:30].[CH3:33][N:34]([CH3:35])[CH:36]=[O:37].[F:17][c:18]1[cH:19][c:20]([N+:24](=[O:25])[O-:26])[cH:21][cH:22][cH:23]1.[K+:31].[K+:32].[OH2:38].[OH:1][c:2]1[cH:3][c:4]2[c:5]([n:6][c:7]([NH:9][C:10](=[O:11])[CH:12]3[CH2:13][CH2:14]3)[s:8]2)[cH:15][cH:16]1>>[O:1]([c:2]1[cH:3][c:4]2[c:5]([n:6][c:7]([NH:9][C:10](=[O:11])[CH:12]3[CH2:13][CH2:14]3)[s:8]2)[cH:15][cH:16]1)[c:18]1[cH:19][c:20]([N+:24](=[O:25])[O-:26])[cH:21][cH:22][cH:23]1. Reactants: ClC=1C(=NC=C(N1)OC)CO ((3-chloro-5-methoxy-pyrazin-2-yl)-methanol), O=S(Cl)Cl (SOCl2). Solvent: C(Cl)Cl (DCM). Reaction conditions: time 1 hour. The product is ClC=1C(=NC=C(N1)OC)CCl (3-chloro-2-chloromethyl-5-methoxy-pyrazine). As a reaction SMILES: [Cl:1][C:2]1[C:3]([CH2:10]O)=[N:4][CH:5]=[C:6]([O:8][CH3:9])[N:7]=1.O=S(Cl)[Cl:14]>C(Cl)Cl>[Cl:1][C:2]1[C:3]([CH2:10][Cl:14])=[N:4][CH:5]=[C:6]([O:8][CH3:9])[N:7]=1. Procedure: To a solution of (3-chloro-5-methoxy-pyrazin-2-yl)-methanol (100 mg, 0.57 mmol) in DCM (5 mL) was added SOCl2 (5 eq) at room temperature. The mixture is stirred at room temperature for an additional one hour. Solvent and volatile materials are removed in vacuo to dryness to give 110 mg of 3-chloro-2-chloromethyl-5-methoxy-pyrazine as an oil.